This data is from the Open Reaction Database (ORD), a public repository of structured organic reaction records. The task is: describe an organic reaction: reactants, conditions, products, and yield The reactants are OCC=1N=C(OC1)[C@@H]1N(CCC1)C(=O)OCC1=CC=CC=C1 ((R)-benzyl 2-(4-(hydroxymethyl)oxazol-2-yl)pyrrolidine-1-carboxylate), ice, [BH3-]C#N.[Na+] (NaCNBH3). Reagents/catalysts: [I-].C[P+](OC1=CC=CC=C1)(OC1=CC=CC=C1)OC1=CC=CC=C1 (methyltriphenoxyphosphonium iodide). The solvent is CN(C)P(=O)(N(C)C)N(C)C (HMPA). Conditions: temperature 50 celsius, time 30 minute. The product is CC=1N=C(OC1)[C@@H]1N(CCC1)C(=O)OCC1=CC=CC=C1 ((R)-benzyl 2-(4-methyloxazol-2-yl)pyrrolidine-1-carboxylate). Isolated yield 17.3%. As a reaction SMILES: O[CH2:2][C:3]1[N:4]=[C:5]([C@H:8]2[CH2:12][CH2:11][CH2:10][N:9]2[C:13]([O:15][CH2:16][C:17]2[CH:22]=[CH:21][CH:20]=[CH:19][CH:18]=2)=[O:14])[O:6][CH:7]=1.[BH3-]C#N.[Na+]>CN(P(N(C)C)(N(C)C)=O)C.[I-].C[P+](OC1C=CC=CC=1)(OC1C=CC=CC=1)OC1C=CC=CC=1>[CH3:2][C:3]1[N:4]=[C:5]([C@H:8]2[CH2:12][CH2:11][CH2:10][N:9]2[C:13]([O:15][CH2:16][C:17]2[CH:22]=[CH:21][CH:20]=[CH:19][CH:18]=2)=[O:14])[O:6][CH:7]=1 |f:1.2,4.5|. Reported procedure: To a solution of (R)-benzyl 2-(4-(hydroxymethyl)oxazol-2-yl)pyrrolidine-1-carboxylate (1.1 g, 3.64 mmoles) in HMPA (18 mL), was added methyltriphenoxyphosphonium iodide (3.29 g, 7.28 mmoles) and stirred for 30 min. Then NaCNBH3 was added and the reaction was heated at 50° C. for 3 h and poured into 100 mL of ice-cold water and extracted with ether (2×100 mL). The organic layer was dried on Na2SO4, concentrated, and chromatographed on silica gel (50% ethyl acetate/50% hexanes) to yield 180 mg of ... Reactants: FC(OC1=CC=C(C=C1)NC(NC1CCN(CC1)C(=O)OC(C)(C)C)=O)(F)F (tert-butyl 4-(3-(4-(trifluoromethoxy)phenyl)ureido)piperidine-1-carboxylate). Run in Cl (HCl). Yields the product N1CCC(CC1)NC(=O)NC1=CC=C(C=C1)OC(F)(F)F (1-(piperidin-4-yl)-3-(4-(trifluoromethoxy)phenyl)urea). Reaction SMILES: [F:1][C:2]([F:28])([F:27])[O:3][C:4]1[CH:9]=[CH:8][C:7]([NH:10][C:11](=[O:26])[NH:12][CH:13]2[CH2:18][CH2:17][N:16](C(OC(C)(C)C)=O)[CH2:15][CH2:14]2)=[CH:6][CH:5]=1>Cl>[NH:16]1[CH2:17][CH2:18][CH:13]([NH:12][C:11]([NH:10][C:7]2[CH:8]=[CH:9][C:4]([O:3][C:2]([F:1])([F:27])[F:28])=[CH:5][CH:6]=2)=[O:26])[CH2:14][CH2:15]1. Procedure: tert-butyl 4-(3-(4-(trifluoromethoxy)phenyl)ureido)piperidine-1-carboxylate (7.5 g, 18.6 mmol) was dissolved in HCl solution (2 M, MeOH, 100 mL). The resulting solution was refluxed for 2 h. The solvent was removed under vacuo and the crude was washed by dichloromethane twice and was basified to pH 10 by NaOH solution (6N). The final precipitates (5.6 g, 18.5 mmol, 99%) were filtered and dried under high vacuum. The final product (PTU/2) was served as a scaffold for the following urea inhibitors... Starting materials: C1CCOC1, COC(=O)c1sc(C2=CCC(Oc3ccccc3)CC2)cc1N(C(=O)C1CCC(C)CC1)C1CCC(O)CC1, CO, [Li+], [OH-], O, O. Yields the product CC1CCC(C(=O)N(c2cc(C3=CCC(Oc4ccccc4)CC3)sc2C(=O)O)C2CCC(O)CC2)CC1. As a reaction SMILES: [CH2:43]1[O:44][CH2:45][CH2:46][CH2:47]1.[CH3:1][O:2][C:3](=[O:4])[c:5]1[s:6][c:7]([C:27]2=[CH:28][CH2:29][CH:30]([O:33][c:34]3[cH:35][cH:36][cH:37][cH:38][cH:39]3)[CH2:31][CH2:32]2)[cH:8][c:9]1[N:10]([C:11](=[O:12])[CH:13]1[CH2:14][CH2:15][CH:16]([CH3:19])[CH2:17][CH2:18]1)[CH:20]1[CH2:21][CH2:22][CH:23]([OH:26])[CH2:24][CH2:25]1.[CH3:49][OH:50].[Li+:41].[OH-:40].[OH2:42].[OH2:48]>>[O:2]=[C:3]([OH:4])[c:5]1[s:6][c:7]([C:27]2=[CH:28][CH2:29][CH:30]([O:33][c:34]3[cH:35][cH:36][cH:37][cH:38][cH:39]3)[CH2:31][CH2:32]2)[cH:8][c:9]1[N:10]([C:11](=[O:12])[CH:13]1[CH2:14][CH2:15][CH:16]([CH3:19])[CH2:17][CH2:18]1)[CH:20]1[CH2:21][CH2:22][CH:23]([OH:26])[CH2:24][CH2:25]1. Procedure details: 3,4-dimethyl-2,6-dinitro-N-(cyclopropyl)-aniline; N-isopropyl-3,4-dimethyl-2,6-dinitroaniline; N-allyl-3,4-dimethyl-2,6-dinitroaniline; N-n-butyl-3,4-dimethyl-2,6-dinitroaniline; N-sec-butyl-3,4dimethyl-2,6-dinitroaniline; 3,4-dimethyl-2,6 -dinitro-N-3-pentylaniline; (1-ethylpropyl)-3-(methoxymethyl)-4-methyl-2,6-dinitroaniline; (1-methylpropyl)-3-ethoxymethyl)-4-ethyl-2,6-dinitroaniline; (1-methylethyl)-3-(aminomethyl)-4-isopropyl-2,6-dinitroaniline and (1-ethylpropyl)-3-[(dimethylamino)methyl]... Reactants: CC=1C(=C(NC2CC2)C(=CC1C)[N+](=O)[O-])[N+](=O)[O-] (3,4-dimethyl-2,6-dinitro-N-(cyclopropyl)-aniline), C(C)(CC)NC1=C(C(=C(C=C1[N+](=O)[O-])C)C)[N+](=O)[O-] (N-sec-butyl-3,4dimethyl-2,6-dinitroaniline), (1-ethylpropyl)-3-[(dimethylamino)methyl]-4-dinitroaniline, C(CCC)NC1=C(C(=C(C=C1[N+](=O)[O-])C)C)[N+](=O)[O-] (N-n-butyl-3,4-dimethyl-2,6-dinitroaniline), C(C)C1=CC(=C(N)C(=C1)[N+](=O)[O-])[N+](=O)[O-] (4-ethyl-2,6-dinitroaniline), [N+](=O)([O-])N(C1=CC=CC=C1)[N+](=O)[O-] (dinitroaniline), CC(C)NC1=C(C(=C(C=C1[N+](=O)[O-])C(C)C)CN)[N+](=O)[O-] ((1-methylethyl)-3-(aminomethyl)-4-isopropyl-2,6-dinitroaniline), C(C)C(CC)NC1=C(C(=C(C=C1[N+](=O)[O-])C)COC)[N+](=O)[O-] ((1-ethylpropyl)-3-(methoxymethyl)-4-methyl-2,6-dinitroaniline), C(C)(C)NC1=C(C(=C(C=C1[N+](=O)[O-])C)C)[N+](=O)[O-] (N-isopropyl-3,4-dimethyl-2,6-dinitroaniline), C(C=C)NC1=C(C(=C(C=C1[N+](=O)[O-])C)C)[N+](=O)[O-] (N-allyl-3,4-dimethyl-2,6-dinitroaniline), CC=1C(=C(NC(CC)CC)C(=CC1C)[N+](=O)[O-])[N+](=O)[O-] (3,4-dimethyl-2,6 -dinitro-N-3-pentylaniline). RXN SMILES: [CH3:1][C:2]1[C:3]([N+:16]([O-:18])=[O:17])=[C:4]([C:9]([N+:13]([O-:15])=[O:14])=[CH:10][C:11]=1[CH3:12])[NH:5][CH:6]1C[CH2:7]1.C(NC1C([N+]([O-])=O)=CC(C)=C(C)C=1[N+]([O-])=O)(C)C.C(NC1C([N+]([O-])=O)=CC(C)=C(C)C=1[N+]([O-])=O)C=C.C(NC1C([N+]([O-])=O)=CC(C)=C(C)C=1[N+]([O-])=O)CCC.C(NC1C([N+]([O-])=O)=CC(C)=C(C)C=1[N+]([O-])=O)(CC)C.CC1C([N+]([O-])=O)=C(C([N+]([O-])=O)=CC=1C)NC(CC)CC.C(C(NC1C([N+]([O-])=O)=CC(C)=C(COC)C=1[N+]([O-])=O)CC)C.C(C1C=C([N+]([O-])=O)C(N)=C([N+]([O-])=O)C=1)C.CC(NC1C([N+]([O-])=O)=CC(C(C)C)=C(CN)C=1[N+]([O-])=O)C.[N+](N([N+]([O-])=O)C1C=CC=CC=1)([O-])=O>>[CH2:6]([NH:5][C:4]1[C:9]([N+:13]([O-:15])=[O:14])=[CH:10][C:11]([CH3:12])=[C:2]([CH3:1])[C:3]=1[N+:16]([O-:18])=[O:17])[CH3:7]. The product is C(C)NC1=C(C(=C(C=C1[N+](=O)[O-])C)C)[N+](=O)[O-] (N-ethyl-3,4-dimethyl-2,6-dinitroaniline). The reactants are NC=1SC(=C(N1)C(=O)N1[C@@H]([C@H]2C[C@H]2C1)CN)C1=CC(=CC=C1)F ([2-Amino-5-(3-fluoro-phenyl)-thiazol-4-yl]-((1S,2S,5R)-2-aminomethyl-3-aza-bicyclo[3.1.0]hex-3-yl)-methanone), O1CCOC2=C1C=CC=C2C(=O)O (2,3-Dihydro-benzo[1,4]dioxine-5-carboxylic acid). The product is NC=1SC(=C(N1)C(=O)N1[C@@H]([C@H]2C[C@H]2C1)CNC(=O)C1=CC=CC=2OCCOC21)C2=CC(=CC=C2)F (2,3-Dihydro-benzo[1,4]dioxine-5-carboxylic Acid{(1S,2S,5R)-3-[2-amino-5-(3-fluoro-phenyl)-thiazole-4-carbonyl]-3-aza-bicyclo[3.1.0]hex-2-ylmethyl}-amide). RXN SMILES: [NH2:1][C:2]1[S:3][C:4]([C:17]2[CH:22]=[CH:21][CH:20]=[C:19]([F:23])[CH:18]=2)=[C:5]([C:7]([N:9]2[CH2:14][C@H:13]3[C@H:11]([CH2:12]3)[C@H:10]2[CH2:15][NH2:16])=[O:8])[N:6]=1.[O:24]1[C:29]2[CH:30]=[CH:31][CH:32]=[C:33]([C:34](O)=[O:35])[C:28]=2[O:27][CH2:26][CH2:25]1>>[NH2:1][C:2]1[S:3][C:4]([C:17]2[CH:22]=[CH:21][CH:20]=[C:19]([F:23])[CH:18]=2)=[C:5]([C:7]([N:9]2[CH2:14][C@H:13]3[C@H:11]([CH2:12]3)[C@H:10]2[CH2:15][NH:16][C:34]([C:33]2[C:28]3[O:27][CH2:26][CH2:25][O:24][C:29]=3[CH:30]=[CH:31][CH:32]=2)=[O:35])=[O:8])[N:6]=1. Reported procedure: prepared by reaction of [2-Amino-5-(3-fluoro-phenyl)-thiazol-4-yl]-((1S,2S,5R)-2-aminomethyl-3-aza-bicyclo[3.1.0]hex-3-yl)-methanone with 2,3-Dihydro-benzo[1,4]dioxine-5-carboxylic acid. LC-MS (basic): tR=0.77 min; [M+H]+=495.3. Reactants: C(CCCCCCC)ON1C(CC(CC1(C)C)NC1CC(N(C(C1)(C)C)OCCCCCCCC)(C)C)(C)C (bis(1-octyloxy-2,2,6,6-tetramethylpiperidin-4-yl)amine), C(CCCCCN=C=O)N=C=O (hexamethylene diisocyanate). Product: C(CCCCCCC)ON1C(CC(CC1(C)C)N(C(=O)NCCCCCCNC(=O)N(C1CC(N(C(C1)(C)C)OCCCCCCCC)(C)C)C1CC(N(C(C1)(C)C)OCCCCCCCC)(C)C)C1CC(N(C(C1)(C)C)OCCCCCCCC)(C)C)(C)C (N,N'-Bis[di(1-octyloxy-2,2,6,6-tetramethylpiperidin-4-yl)aminocarbonyl]-1,6-hexanediamine). As a reaction SMILES: [CH2:1]([O:9][N:10]1[C:15]([CH3:17])([CH3:16])[CH2:14][CH:13]([NH:18][CH:19]2[CH2:24][C:23]([CH3:26])([CH3:25])[N:22]([O:27][CH2:28][CH2:29][CH2:30][CH2:31][CH2:32][CH2:33][CH2:34][CH3:35])[C:21]([CH3:37])([CH3:36])[CH2:20]2)[CH2:12][C:11]1([CH3:39])[CH3:38])[CH2:2][CH2:3][CH2:4][CH2:5][CH2:6][CH2:7][CH3:8].[CH2:40]([N:49]=[C:50]=[O:51])[CH2:41][CH2:42][CH2:43][CH2:44][CH2:45][N:46]=[C:47]=[O:48]>>[CH2:1]([O:9][N:10]1[C:11]([CH3:38])([CH3:39])[CH2:12][CH:13]([N:18]([CH:19]2[CH2:20][C:21]([CH3:37])([CH3:36])[N:22]([O:27][CH2:28][CH2:29][CH2:30][CH2:31][CH2:32][CH2:33][CH2:34][CH3:35])[C:23]([CH3:25])([CH3:26])[CH2:24]2)[C:47]([NH:46][CH2:45][CH2:44][CH2:43][CH2:42][CH2:41][CH2:40][NH:49][C:50]([N:18]([CH:19]2[CH2:24][C:23]([CH3:25])([CH3:26])[N:22]([O:27][CH2:28][CH2:29][CH2:30][CH2:31][CH2:32][CH2:33][CH2:34][CH3:35])[C:21]([CH3:36])([CH3:37])[CH2:20]2)[CH:13]2[CH2:12][C:11]([CH3:39])([CH3:38])[N:10]([O:9][CH2:1][CH2:2][CH2:3][CH2:4][CH2:5][CH2:6][CH2:7][CH3:8])[C:15]([CH3:16])([CH3:17])[CH2:14]2)=[O:51])=[O:48])[CH2:14][C:15]1([CH3:16])[CH3:17])[CH2:2][CH2:3][CH2:4][CH2:5][CH2:6][CH2:7][CH3:8]. Procedure details: The title compound is prepared by the reaction of bis(1-octyloxy-2,2,6,6-tetramethylpiperidin-4-yl)amine with hexamethylene diisocyanate. The reactants are C(C)(C)N(C(C)C)CC (N,N-diisopropylethylamine), C(=O)(O)CCCN([C@@H](C(C)C)C(=O)N[C@@H](C(C)C)C(=O)N(C)[C@H]([C@@H](CC(=O)N1[C@@H](CCC1)[C@@H]([C@H](C(N[C@@]1([C@H](C1)C1=CC=CC=C1)C(NCCC)=O)=O)C)OC)OC)[C@H](CC)C)C (N-(3-carboxypropyl)-N-methyl-L-valyl-N-[(3R,4S,5S)-3-methoxy-1-{(2S)-2-[(1R,2R)-1-methoxy-2-methyl-3-oxo-3-{[(1S,2R)-2-phenyl-1-(propylcarbamoyl)cyclopropyl]amino}propyl]pyrrolidin-1-yl}-5-methyl-1-oxoheptan-4-yl]-N-methyl-L-valinamide), Cl.CN(CCCN=C=NCC)C (1-(3-dimethylaminopropyl)-3-ethylcarbodiimide hydrochloride), O.ON1N=NC2=C1C=CC=C2 (1-hydroxy-1H-benzotriazole hydrate), O=C1N(C(C=C1)=O)CCCCCC(=O)NN (6-(2,5-dioxo-2,5-dihydro-1H-pyrrol-1-yl)hexanehydrazide). The solvent is CN(C)C=O (DMF). Run at time 8 hour. Yields the product O=C1N(C(C=C1)=O)CCCCCC(=O)NNC(CCCN([C@@H](C(C)C)C(=O)N[C@@H](C(C)C)C(=O)N(C)[C@H]([C@@H](CC(=O)N1[C@@H](CCC1)[C@@H]([C@H](C(N[C@@]1([C@H](C1)C1=CC=CC=C1)C(NCCC)=O)=O)C)OC)OC)[C@H](CC)C)C)=O (N-(4-{2-[6-(2,5-dioxo-2,5-dihydro-1H-pyrrol-1-yl)hexanoyl]hydrazino}-4-oxobutyl)-N-methyl-L-valyl-N-[(3R,4S,5S)-3-methoxy-1-{(2S)-2-[(1R,2R)-1-methoxy-2-methyl-3-oxo-3-{[(1S,2R)-2-phenyl-1-(propylcarbamoyl)cyclopropyl]amino}propyl]pyrrolidin-1-yl}-5-methyl-1-oxoheptan-4-yl]-N-methyl-L-valinamide). As a reaction SMILES: [C:1]([CH2:4][CH2:5][CH2:6][N:7]([CH3:62])[C@H:8]([C:12]([NH:14][C@H:15]([C:19]([N:21]([C@@H:23]([C@@H:58]([CH3:61])[CH2:59][CH3:60])[C@H:24]([O:56][CH3:57])[CH2:25][C:26]([N:28]1[CH2:32][CH2:31][CH2:30][C@H:29]1[C@H:33]([O:54][CH3:55])[C@@H:34]([CH3:53])[C:35](=[O:52])[NH:36][C@@:37]1([C:46](=[O:51])[NH:47][CH2:48][CH2:49][CH3:50])[CH2:39][C@@H:38]1[C:40]1[CH:45]=[CH:44][CH:43]=[CH:42][CH:41]=1)=[O:27])[CH3:22])=[O:20])[CH:16]([CH3:18])[CH3:17])=[O:13])[CH:9]([CH3:11])[CH3:10])([OH:3])=O.Cl.CN(C)CCCN=C=NCC.O.ON1C2C=CC=CC=2N=N1.C(N(CC)C(C)C)(C)C.[O:95]=[C:96]1[CH:100]=[CH:99][C:98](=[O:101])[N:97]1[CH2:102][CH2:103][CH2:104][CH2:105][CH2:106][C:107]([NH:109][NH2:110])=[O:108]>CN(C=O)C>[O:101]=[C:98]1[CH:99]=[CH:100][C:96](=[O:95])[N:97]1[CH2:102][CH2:103][CH2:104][CH2:105][CH2:106][C:107]([NH:109][NH:110][C:1](=[O:3])[CH2:4][CH2:5][CH2:6][N:7]([CH3:62])[C@H:8]([C:12]([NH:14][C@H:15]([C:19]([N:21]([C@@H:23]([C@@H:58]([CH3:61])[CH2:59][CH3:60])[C@H:24]([O:56][CH3:57])[CH2:25][C:26]([N:28]1[CH2:32][CH2:31][CH2:30][C@H:29]1[C@H:33]([O:54][CH3:55])[C@@H:34]([CH3:53])[C:35](=[O:52])[NH:36][C@@:37]1([C:46](=[O:51])[NH:47][CH2:48][CH2:49][CH3:50])[CH2:39][C@@H:38]1[C:40]1[CH:41]=[CH:42][CH:43]=[CH:44][CH:45]=1)=[O:27])[CH3:22])=[O:20])[CH:16]([CH3:18])[CH3:17])=[O:13])[CH:9]([CH3:11])[CH3:10])=[O:108] |f:1.2,3.4|. Procedure: 7.9 mg (9 μmol) of N-(3-carboxypropyl)-N-methyl-L-valyl-N-[(3R,4S,5S)-3-methoxy-1-{(2S)-2-[(1R,2R)-1-methoxy-2-methyl-3-oxo-3-{[(1S,2R)-2-phenyl-1-(propylcarbamoyl)cyclopropyl]amino}propyl]pyrrolidin-1-yl}-5-methyl-1-oxoheptan-4-yl]-N-methyl-L-valinamide were dissolved in 3 ml of DMF and then admixed with 10.4 mg (54 μmol) of 1-(3-dimethylaminopropyl)-3-ethylcarbodiimide hydrochloride, 8.3 mg (54 μmol) of 1-hydroxy-1H-benzotriazole hydrate, 9 μl of N,N-diisopropylethylamine and with 9.5 mg (36 μ... The reactants are ClC(Cl)(Cl)Cl, [Na+], O=C([O-])c1ccc2oc3ncccc3c(=O)c2c1, O=S(Cl)Cl. The product is [Cl-], O=C(O)c1ccc2oc3ncccc3c(=O)c2c1. Reaction SMILES: [C:24]([Cl:25])([Cl:26])([Cl:27])[Cl:28].[Na+:23].[O:5]=[c:6]1[c:7]2[c:8]([o:9][c:10]3[n:11][cH:12][cH:13][cH:14][c:15]13)[cH:16][cH:17][c:18]([C:20](=[O:21])[O-:22])[cH:19]2.[S:1]([Cl:2])([Cl:3])=[O:4]>>[Cl-:3].[O:5]=[c:6]1[c:7]2[c:8]([o:9][c:10]3[n:11][cH:12][cH:13][cH:14][c:15]13)[cH:16][cH:17][c:18]([C:20](=[O:21])[OH:22])[cH:19]2.